Dataset: the Open Reaction Database (ORD), a public repository of structured organic reaction records. Task: describe an organic reaction: reactants, conditions, products, and yield Reactants: CN(C)C=O, CCO, Fc1ccc2c(-c3ccc(OCC4CO4)cc3)noc2c1, c1ccc(N2CCNCC2)nc1. Yields the product OC(COc1ccc(-c2noc3cc(F)ccc23)cc1)CN1CCN(c2ccccn2)CC1. As a reaction SMILES: [CH3:34][N:35]([CH3:36])[CH:37]=[O:38].[CH3:39][CH2:40][OH:41].[F:1][c:2]1[cH:3][c:4]2[c:5]([c:6](-[c:9]3[cH:10][cH:11][c:12]([O:15][CH2:16][CH:17]4[O:18][CH2:19]4)[cH:13][cH:14]3)[n:7][o:8]2)[cH:20][cH:21]1.[n:22]1[c:23]([N:28]2[CH2:29][CH2:30][NH:31][CH2:32][CH2:33]2)[cH:24][cH:25][cH:26][cH:27]1>>[F:1][c:2]1[cH:3][c:4]2[c:5]([c:6](-[c:9]3[cH:10][cH:11][c:12]([O:15][CH2:16][CH:17]([OH:18])[CH2:19][N:31]4[CH2:30][CH2:29][N:28]([c:23]5[n:22][cH:27][cH:26][cH:25][cH:24]5)[CH2:33][CH2:32]4)[cH:13][cH:14]3)[n:7][o:8]2)[cH:20][cH:21]1. Starting materials: BrC1=CC=C2C(=CNC2=C1)C(C[N+](=O)[O-])C=1C(=C(C=CC1)NC(OCC1=CC=CC=C1)=O)C (benzyl 3-(1-(6-bromo-1H-indol-3-yl)-2-nitroethyl)-2-methylphenylcarbamate), [Cl-].[NH4+] (ammonium chloride). Reagents/catalysts: [Zn] (zinc). Run in CO (methanol), O1CCCC1 (tetrahydrofuran), C(C)(=O)OCC (ethyl acetate). Run at time 7 hour. Yields the product NCC(C1=CNC2=CC(=CC=C12)Br)C=1C(=C(C=CC1)NC(OCC1=CC=CC=C1)=O)C (Benzyl 3-(2-amino-1-(6-bromo-1H-indol-3-yl)ethyl)-2-methylphenylcarbamate). Yield: 99.8%. RXN SMILES: [Br:1][C:2]1[CH:10]=[C:9]2[C:5]([C:6]([CH:11]([C:16]3[C:17]([CH3:33])=[C:18]([NH:22][C:23](=[O:32])[O:24][CH2:25][C:26]4[CH:31]=[CH:30][CH:29]=[CH:28][CH:27]=4)[CH:19]=[CH:20][CH:21]=3)[CH2:12][N+:13]([O-])=O)=[CH:7][NH:8]2)=[CH:4][CH:3]=1.[Cl-].[NH4+]>CO.O1CCCC1.C(OCC)(=O)C.[Zn]>[NH2:13][CH2:12][CH:11]([C:16]1[C:17]([CH3:33])=[C:18]([NH:22][C:23](=[O:32])[O:24][CH2:25][C:26]2[CH:27]=[CH:28][CH:29]=[CH:30][CH:31]=2)[CH:19]=[CH:20][CH:21]=1)[C:6]1[C:5]2[C:9](=[CH:10][C:2]([Br:1])=[CH:3][CH:4]=2)[NH:8][CH:7]=1 |f:1.2|. Procedure: To a mixture of benzyl 3-(1-(6-bromo-1H-indol-3-yl)-2-nitroethyl)-2-methylphenylcarbamate (3.00 g, 5.90 mmol) and ammonium chloride (4.42 g, 83 mmol) in methanol (100 mL) and tetrahydrofuran (100 mL) at 0° C. was added zinc dust (5.40 g, 83 mmol) in one portion. The mixture was stirred at room temperature for 7 hr, then diluted with ethyl acetate (100 mL) and filtered through CELITE®. The filtrate was concentrated under vacuum. To the residue was added water (60 mL), and the mixture was extracte... The reactants are CCCCC(CC)C(=O)Cl, Cc1ccccc1, [NH4+], CCC(=O)C(=O)O, [OH-], O. Yields the product CC=C(NC(=O)C(CC)CCCC)C(=O)O. As a reaction SMILES: [CH2:1]([CH3:2])[CH:3]([C:4](=[O:5])[Cl:6])[CH2:7][CH2:8][CH2:9][CH3:10].[CH3:21][c:22]1[cH:23][cH:24][cH:25][cH:26][cH:27]1.[NH4+:12].[O:13]=[C:14]([C:15](=[O:16])[OH:17])[CH2:18][CH3:19].[OH-:11].[OH2:20]>>[CH2:1]([CH3:2])[CH:3]([C:4](=[O:5])[NH:12][C:14]([C:15](=[O:16])[OH:17])=[CH:18][CH3:19])[CH2:7][CH2:8][CH2:9][CH3:10]. Starting materials: ClCC(CO)O (1-chloro-2,3-dihydroxypropane), C (charcoal), C(CC)N1C(=O)N(C=2N=CNC2C1=O)CCC (1,3-di-n-propylxanthine), [OH-].[Na+] (sodium hydroxide), solution. The solvent is C(C)(C)O (isopropanol), C(C)(C)O (isopropyl alcohol), O (water), C(Cl)(Cl)Cl.CO (chloroform methanol). The product is OC(CN1C=NC=2N(C(N(C(C12)=O)CCC)=O)CCC)CO (7-(2,3-dihydroxypropyl)-1,3-di-n-propylxanthine). As a reaction SMILES: [CH2:1]([N:4]1[C:13](=[O:14])[C:12]2[NH:11][CH:10]=[N:9][C:8]=2[N:7]([CH2:15][CH2:16][CH3:17])[C:5]1=[O:6])[CH2:2][CH3:3].[OH-].[Na+].Cl[CH2:21][CH:22]([OH:25])[CH2:23][OH:24].C>O.C(O)(C)C.C(Cl)(Cl)Cl.CO>[OH:25][CH:22]([CH2:23][OH:24])[CH2:21][N:11]1[C:12]2[C:13](=[O:14])[N:4]([CH2:1][CH2:2][CH3:3])[C:5](=[O:6])[N:7]([CH2:15][CH2:16][CH3:17])[C:8]=2[N:9]=[CH:10]1 |f:1.2,7.8|. Reported procedure: A suspension of 1,3-di-n-propylxanthine (250.1 g., 1.06 mole) in water (300 ml.) was treated with sodium hydroxide solution (50%, 85 ml.). The mixture was filtered, and evaporated to dryness. The residue obtained was treated with a solution of 1-chloro-2,3-dihydroxypropane (170 g., 1.59 mole) in isopropanol (700 ml.). The mixture was stirred at reflux overnight, filtered, and evaporated to dryness to obtain a brown gummy residue. This residue was dissolved in isopropyl alcohol, and stirred overn... Starting materials: N[C@@H](C)C(=O)N1[C@H](C(=O)O)CCC1 (L-alanyl-L-proline), C(C1=CC=CC=C1)S(=O)(=O)Cl (benzylsulfonylchloride), Cl (hydrochloric acid), O (Water). The solvent is [OH-].[Na+] (sodium hydroxide), [OH-].[Na+] (sodium hydroxide), O1CCOCC1 (dioxane), O1CCOCC1 (dioxane). Product: C(C1=CC=CC=C1)S(=O)(=O)N[C@@H](C)C(=O)N1[C@H](C(=O)O)CCC1 (N-benzylsulfonyl-L-alanyl-L-proline). As a reaction SMILES: [NH2:1][C@H:2]([C:4]([N:6]1[CH2:13][CH2:12][CH2:11][C@H:7]1[C:8]([OH:10])=[O:9])=[O:5])[CH3:3].[CH2:14]([S:21](Cl)(=[O:23])=[O:22])[C:15]1[CH:20]=[CH:19][CH:18]=[CH:17][CH:16]=1.O.Cl>[OH-].[Na+].O1CCOCC1>[CH2:14]([S:21]([NH:1][C@H:2]([C:4]([N:6]1[CH2:13][CH2:12][CH2:11][C@H:7]1[C:8]([OH:10])=[O:9])=[O:5])[CH3:3])(=[O:23])=[O:22])[C:15]1[CH:20]=[CH:19][CH:18]=[CH:17][CH:16]=1 |f:4.5|. Reported procedure: L-alanyl-L-proline (1.86 g, 10 mmole) was dissolved in 1N aqueous sodium hydroxide (10 ml)-dioxane (3 ml), and dioxane (7 ml) solution of benzylsulfonylchloride (1.91 g, 10 mmole) was added dropwise to the solution while cooling with ice and stirring while keeping pH value thereof to between 10 and 11 using 1N aqueous sodium hydroxide. After completion of the addition, the mixture was further stirred for 2 hours at room temperature. Water (20 ml) was added thereto and the mixture was washed with...